This data is from the Open Reaction Database (ORD), a public repository of structured organic reaction records. The task is: describe an organic reaction: reactants, conditions, products, and yield The reactants are O=C([O-])[O-], O=C1CC2CNCC2C1, CN(C)C(=O)Cl, CC#N, O=C(O)C(F)(F)F, [K+], [K+]. Yields the product CN(C)C(=O)N1CC2CC(=O)CC2C1. Reaction SMILES: [C:17](=[O:18])([O-:19])[O-:20].[CH2:8]1[NH:9][CH2:10][CH:11]2[CH:12]1[CH2:13][C:14](=[O:16])[CH2:15]2.[CH3:23][N:24]([C:25](=[O:26])[Cl:27])[CH3:28].[CH3:29][C:30]#[N:31].[F:1][C:2]([F:3])([F:4])[C:5]([OH:6])=[O:7].[K+:21].[K+:22]>>[CH2:8]1[N:9]([C:25]([N:24]([CH3:23])[CH3:28])=[O:26])[CH2:10][CH:11]2[CH:12]1[CH2:13][C:14](=[O:16])[CH2:15]2. Reactants: ClC1=NN2C(C(=CC=C2)NC2=C(C=CC=C2)S(=O)(=O)C)=N1 ((2-chloro-[1,2,4]triazolo[1,5-a]pyridin-8-yl)-(2-methanesulfonyl-phenyl)-amine), N1(CCCC1)CCOC1=CC=C(C=C1)N (4-(2-pyrrolidin-1-yl-ethoxy)-phenylamine), C1(CCCCC1)P(C1=C(C=CC=C1)C1=C(C=CC=C1)P(C1CCCCC1)C1CCCCC1)C1CCCCC1 (2,2′-bis-dicyclohexylphosphanyl-biphenyl). Product: CS(=O)(=O)C1=C(C=CC=C1)NC=1C=2N(C=CC1)N=C(N2)NC2=CC=C(C=C2)OCCN2CCCC2 (N(8)-(2-Methanesulfonyl-phenyl)-N(2)-[4-(2-pyrrolidin-1-yl-ethoxy)-phenyl]-[1,2,4]triazolo[1,5-a]pyridine-2,8-diamine), foam. Isolated yield 56.0%. Reaction SMILES: Cl[C:2]1[N:21]=[C:5]2[C:6]([NH:10][C:11]3[CH:16]=[CH:15][CH:14]=[CH:13][C:12]=3[S:17]([CH3:20])(=[O:19])=[O:18])=[CH:7][CH:8]=[CH:9][N:4]2[N:3]=1.[N:22]1([CH2:27][CH2:28][O:29][C:30]2[CH:35]=[CH:34][C:33]([NH2:36])=[CH:32][CH:31]=2)[CH2:26][CH2:25][CH2:24][CH2:23]1.C1(P(C2CCCCC2)C2C=CC=CC=2C2C=CC=CC=2P(C2CCCCC2)C2CCCCC2)CCCCC1>>[CH3:20][S:17]([C:12]1[CH:13]=[CH:14][CH:15]=[CH:16][C:11]=1[NH:10][C:6]1[C:5]2[N:4]([N:3]=[C:2]([NH:36][C:33]3[CH:34]=[CH:35][C:30]([O:29][CH2:28][CH2:27][N:22]4[CH2:26][CH2:25][CH2:24][CH2:23]4)=[CH:31][CH:32]=3)[N:21]=2)[CH:9]=[CH:8][CH:7]=1)(=[O:19])=[O:18]. Reported procedure: N(8)-(2-Methanesulfonyl-phenyl)-N(2)-[4-(2-pyrrolidin-1-yl-ethoxy)-phenyl]-[1,2,4]triazolo[1,5-a]pyridine-2,8-diamine was prepared from (2-chloro-[1,2,4]triazolo[1,5-a]pyridin-8-yl)-(2-methanesulfonyl-phenyl)-amine (75.0 mg, 0.232 mmol) and 4-(2-pyrrolidin-1-yl-ethoxy)-phenylamine (58.0 mg, 0.281 mmol) (prepared as described in J. Med. Chem., 2006, 49, 4451-4454) with 2,2′-bis-dicyclohexylphosphanyl-biphenyl (25.0 mg, 0.0457 mmol) as the ligand in a manner analogous to Example 2d. Product isolat... Starting materials: C1(CCCC1)=O (cyclopentanone), C(C)(=O)[O-].[Na+] (sodium acetate), C(C)(=O)O[BH-](OC(C)=O)OC(C)=O.[Na+] (sodium triacetoxyborohydride), COC(C(CN)(C)C)=O (3-amino-2,2-dimethyl-propanoic acid methyl ester). Run in ClCCl (dichloromethane). Reaction conditions: time 22 hour. Yields the product COC(C(CNC1CCCC1)(C)C)=O (3-cyclopentylamino-2,2-dimethyl-propanoic acid methyl ester). The yield is 95.5%. As a reaction SMILES: [CH3:1][O:2][C:3](=[O:9])[C:4]([CH3:8])([CH3:7])[CH2:5][NH2:6].[C:10]1(=O)[CH2:14][CH2:13][CH2:12][CH2:11]1.C([O-])(=O)C.[Na+].C(O[BH-](OC(=O)C)OC(=O)C)(=O)C.[Na+]>ClCCl>[CH3:1][O:2][C:3](=[O:9])[C:4]([CH3:8])([CH3:7])[CH2:5][NH:6][CH:10]1[CH2:14][CH2:13][CH2:12][CH2:11]1 |f:2.3,4.5|. Procedure: To a solution of 21.98 g (0.167 mole) of 3-amino-2,2-dimethyl-propanoic acid methyl ester (from method 6) in 500 mL of dichloromethane cooled to 0 degrees, was added 14.1 g (0.167 mole) of cyclopentanone, 16.0 g (0.181 mole) of sodium acetate and 52.0 g (0.025 mole) of sodium triacetoxyborohydride. The mixture stirred at room temp. for 22 hours, and then quenched by the addition of 500 mL of saturated sodium bicarbonate solution. The mixture was stirred for 1 hour and then extracted twice 400 mL... Starting materials: IC1=C(C=CC=C1)S(=O)(=O)Cl (2-iodobenzenesulphonyl chloride), [N+](=O)([O-])C1=CC=C(C=C1)O (4-nitrophenol). Solvent: N1=CC=CC=C1 (pyridine). Product: IC1=C(C=CC=C1)S(=O)(=O)OC1=CC=C(C=C1)[N+](=O)[O-] (4-nitrophenyl 2-iodobenzenesulphonate). Isolated yield 70.6%. Reaction SMILES: [I:1][C:2]1[CH:7]=[CH:6][CH:5]=[CH:4][C:3]=1[S:8](Cl)(=[O:10])=[O:9].[N+:12]([C:15]1[CH:20]=[CH:19][C:18]([OH:21])=[CH:17][CH:16]=1)([O-:14])=[O:13]>N1C=CC=CC=1>[I:1][C:2]1[CH:7]=[CH:6][CH:5]=[CH:4][C:3]=1[S:8]([O:21][C:18]1[CH:19]=[CH:20][C:15]([N+:12]([O-:14])=[O:13])=[CH:16][CH:17]=1)(=[O:10])=[O:9]. Reported procedure: A solution of 2-iodobenzenesulphonyl chloride (obtained as described in J. Org. Chem. 1977, 42, 3265) (8.28 g) and 4-nitrophenol (3.81 g) in pyridine (50 ml) was heated at 100° C. for 3 hours. Volatile material was removed by evaporation and water (200 ml) was added to the residue. The mixture was extracted with ethyl acetate (2×200 ml) and the combined extracts were washed with 1M hydrochloric acid (2×200 ml) and dried (MgSO4). Solvent was removed by evaporation and the residue was recrystallis...